Dataset: the Open Reaction Database (ORD), a public repository of structured organic reaction records. Task: describe an organic reaction: reactants, conditions, products, and yield The reactants are C1COCCO1, COC(OC)N(C)C, O=C(CC(=O)C1CC1)c1ncc(Cl)cc1Cl. The product is CN(C)C=C(C(=O)c1ncc(Cl)cc1Cl)C(=O)C1CC1. As a reaction SMILES: [CH2:25]1[O:26][CH2:27][CH2:28][O:29][CH2:30]1.[CH3:17][O:18][CH:19]([N:20]([CH3:21])[CH3:22])[O:23][CH3:24].[CH:1]1([C:4]([CH2:5][C:6](=[O:7])[c:8]2[n:9][cH:10][c:11]([Cl:15])[cH:12][c:13]2[Cl:14])=[O:16])[CH2:2][CH2:3]1>>[CH:1]1([C:4]([C:5]([C:6](=[O:7])[c:8]2[n:9][cH:10][c:11]([Cl:15])[cH:12][c:13]2[Cl:14])=[CH:19][N:20]([CH3:21])[CH3:22])=[O:16])[CH2:2][CH2:3]1.